Dataset: the Open Reaction Database (ORD), a public repository of structured organic reaction records. Task: describe an organic reaction: reactants, conditions, products, and yield The reactants are ICCCC (1-Iodobutane), Cl (HCl), [H-].[Na+] (sodium hydride), BrC1=CC=C(C=C1)CC=1NC2=CC=CC=C2C1 (2-(p-bromophenylmethyl)-indole). Solvent: CN(C)C=O (DMF), CN(C)C=O (DMF), CN(C)C=O (DMF). Conditions: time 10 minute. The product is C(CCC)N1C(=CC2=CC=CC=C12)CC1=CC=C(C=C1)Br (1-(n-butyl)-2-(p-bromophenylmethyl)indole). Reaction SMILES: [H-].[Na+].[Br:3][C:4]1[CH:9]=[CH:8][C:7]([CH2:10][C:11]2[NH:12][C:13]3[C:18]([CH:19]=2)=[CH:17][CH:16]=[CH:15][CH:14]=3)=[CH:6][CH:5]=1.I[CH2:21][CH2:22][CH2:23][CH3:24].Cl>CN(C=O)C>[CH2:21]([N:12]1[C:13]2[C:18](=[CH:17][CH:16]=[CH:15][CH:14]=2)[CH:19]=[C:11]1[CH2:10][C:7]1[CH:8]=[CH:9][C:4]([Br:3])=[CH:5][CH:6]=1)[CH2:22][CH2:23][CH3:24] |f:0.1|. Procedure details: A mixture of sodium hydride (0.32 g) in DMF (50 ml) was cooled in an ice bath. A solution of 2-(p-bromophenylmethyl)-indole (2.0 g), prepared, e.g., as described in Preparation 3, in DMF, was added, and the mixture stirred for 10 minutes. 1-Iodobutane (0.9 ml) in DMF was added dropwise, and the mixture stirred for 30 minutes. It was then poured into cold dilute HCl and extracted with ether. The extract was washed three times with cold water, dried over magnesium sulphate, and the solvent evapora... Starting materials: C(C)(C)(C)N1SC(C(=C1)CCCC)=N (2-tert-butyl-4-butylisothiazol-5(2H)-imine), COC(=O)C1C(C(CC1)(C(=O)O)C)(C)C (racemic 3-(methoxycarbonyl)-1,2,2-trimethylcyclopentanecarboxylic acid), 2-(1H-benzo[d][1,2,3]triazol-1-yl)-1,1,3,3-tetramethylisouronium tetrafluoroborate. The solvent is C(C)N(CC)CC (triethylamine). Run at temperature 60 celsius. Product: C(CCC)C/1=CN(S\C1=N/C(=O)C1(C(C(CC1)C(=O)OC)(C)C)C)C(C)(C)C (methyl 3-({[(5Z)-4-butyl-2-tert-butylisothiazol-5(2H)-ylidene]amino}carbonyl)-2,2,3-trimethylcyclopentanecarboxylate). Reaction SMILES: [C:1]([N:5]1[CH:9]=[C:8]([CH2:10][CH2:11][CH2:12][CH3:13])[C:7](=[NH:14])[S:6]1)([CH3:4])([CH3:3])[CH3:2].[CH3:15][O:16][C:17]([CH:19]1[CH2:23][CH2:22][C:21]([CH3:27])([C:24](O)=[O:25])[C:20]1([CH3:29])[CH3:28])=[O:18]>C(N(CC)CC)C>[CH2:10]([C:8]1=[CH:9][N:5]([C:1]([CH3:4])([CH3:3])[CH3:2])[S:6]/[C:7]/1=[N:14]\[C:24]([C:21]1([CH3:27])[CH2:22][CH2:23][CH:19]([C:17]([O:16][CH3:15])=[O:18])[C:20]1([CH3:29])[CH3:28])=[O:25])[CH2:11][CH2:12][CH3:13]. Procedure: To a 20-mL scintillation vial containing a magnetic stir bar were added the product from Example 92B (637 mg, 3.00 mmol), racemic 3-(methoxycarbonyl)-1,2,2-trimethylcyclopentanecarboxylic acid (Maybridge, 771 mg, 3.60 mmol), and 2-(1H-benzo[d][1,2,3]triazol-1-yl)-1,1,3,3-tetramethylisouronium tetrafluoroborate (TBTU, Bachem, 1.16 g, 3.60 mmol). Anhydrous acetontirile (8 mL) was added to form a white slurry. Neat triethylamine (Aldrich, 1.09 g, 10.8 mm01) was added via syringe to form a tan solut... Reactants: C(C=C)ON (allyloxyamine), C1=CC=CC=C1 (benzene), C(CC)(=O)C1C(CC(CC1=O)C(C)(C)SC1=CC=C(C=C1)C)=O (2-propionyl-5-[1-(p-tolylthio)isopropyl]cyclohexane-1,3-dione). Solvent: C(C)O (ethanol). Product: C(C)ONC(CC)=C1C(CC(CC1=O)C(C)(C)SC1=CC=C(C=C1)C)=O (2-(1-ethoxyaminopropylidene)-5-[1-(p-tolylthio)isopropyl]cyclohexane-1,3-dione). Isolated yield 68.1%. Reaction SMILES: [C:1]([CH:5]1[C:10](=[O:11])[CH2:9][CH:8]([C:12]([S:15][C:16]2[CH:21]=[CH:20][C:19]([CH3:22])=[CH:18][CH:17]=2)([CH3:14])[CH3:13])[CH2:7][C:6]1=[O:23])(=O)[CH2:2][CH3:3].[CH2:24]([O:27][NH2:28])[CH:25]=C.C1C=CC=CC=1>C(O)C>[CH2:24]([O:27][NH:28][C:1](=[C:5]1[C:10](=[O:11])[CH2:9][CH:8]([C:12]([S:15][C:16]2[CH:17]=[CH:18][C:19]([CH3:22])=[CH:20][CH:21]=2)([CH3:14])[CH3:13])[CH2:7][C:6]1=[O:23])[CH2:2][CH3:3])[CH3:25]. Procedure: 1.3 g of 2-propionyl-5-[1-(p-tolylthio)isopropyl]cyclohexane-1,3-dione was allowed to react with 0.3 g of allyloxyamine at room temperature for 15 hours in the mixture of 10 ml of benzene and 3 ml of ethanol. After completion of the reaction, the resulting reaction solution was treated as in Example 1 to obtain 1 g of the desired compound. Starting materials: Nc1ncccc1Br, COCCOC, CC(C)Oc1ccc(B(O)O)cc1Cl, [Na+], [Na+], O=C([O-])[O-], O, c1ccc(P(c2ccccc2)(c2ccccc2)[Pd](P(c2ccccc2)(c2ccccc2)c2ccccc2)(P(c2ccccc2)(c2ccccc2)c2ccccc2)P(c2ccccc2)(c2ccccc2)c2ccccc2)cc1. The product is CC(C)Oc1ccc(-c2cccnc2N)cc1Cl. RXN SMILES: [Br:21][c:22]1[c:23]([NH2:28])[n:24][cH:25][cH:26][cH:27]1.[CH3:29][O:30][CH2:31][CH2:32][O:33][CH3:34].[Cl:7][c:8]1[cH:9][c:10]([B:18]([OH:19])[OH:20])[cH:11][cH:12][c:13]1[O:14][CH:15]([CH3:16])[CH3:17].[Na+:1].[Na+:2].[O-:3][C:4](=[O:5])[O-:6].[OH2:35].[cH:36]1[cH:37][cH:38][c:39]([P:40]([Pd:41]([P:42]([c:43]2[cH:44][cH:45][cH:46][cH:47][cH:48]2)([c:49]2[cH:50][cH:51][cH:52][cH:53][cH:54]2)[c:55]2[cH:56][cH:57][cH:58][cH:59][cH:60]2)([P:61]([c:62]2[cH:63][cH:64][cH:65][cH:66][cH:67]2)([c:68]2[cH:69][cH:70][cH:71][cH:72][cH:73]2)[c:74]2[cH:75][cH:76][cH:77][cH:78][cH:79]2)[P:80]([c:81]2[cH:82][cH:83][cH:84][cH:85][cH:86]2)([c:87]2[cH:88][cH:89][cH:90][cH:91][cH:92]2)[c:93]2[cH:94][cH:95][cH:96][cH:97][cH:98]2)([c:99]2[cH:100][cH:101][cH:102][cH:103][cH:104]2)[c:105]2[cH:106][cH:107][cH:108][cH:109][cH:110]2)[cH:111][cH:112]1>>[Cl:7][c:8]1[cH:9][c:10](-[c:22]2[c:23]([NH2:28])[n:24][cH:25][cH:26][cH:27]2)[cH:11][cH:12][c:13]1[O:14][CH:15]([CH3:16])[CH3:17]. The reactants are intermediate 19, COC1=C(C=CC=C1)O (2-methoxy-phenol), COC(C(CC1CCCC1)Br)=O (2-bromo-3-cyclopentyl-propionic acid methyl ester), ClC=1C(N(N=CC1Cl)C1OCCCC1)=O (4,5-dichloro-2-(tetrahydropyran-2-yl)-2H-pyridazin-3-one), ClC=1C(N(N=CC1Cl)C1OCCCC1)=O (4,5-dichloro-2-(tetrahydropyran-2-yl)-2H-pyridazin-3-one), COC(C(CC1CCCC1)Br)=O (2-bromo-3-cyclopentyl-propionic acid methyl ester). The product is C1(CCCC1)CC(C(=O)O)N1N=CC(=CC1=O)OC1=C(C=CC=C1)OC (3-cyclopentyl-2-[4-(2-methoxy-phenoxy)-6-oxo-6H-pyridazin-1-yl]-propionic acid). RXN SMILES: Cl[C:2]1[C:3](=[O:15])[N:4](C2CCCCO2)[N:5]=[CH:6][C:7]=1Cl.[CH3:16][O:17][C:18]1[CH:23]=[CH:22][CH:21]=[CH:20][C:19]=1[OH:24].C[O:26][C:27](=[O:36])[CH:28](Br)[CH2:29][CH:30]1[CH2:34][CH2:33][CH2:32][CH2:31]1>>[CH:30]1([CH2:29][CH:28]([N:4]2[C:3](=[O:15])[CH:2]=[C:7]([O:24][C:19]3[CH:20]=[CH:21][CH:22]=[CH:23][C:18]=3[O:17][CH3:16])[CH:6]=[N:5]2)[C:27]([OH:26])=[O:36])[CH2:34][CH2:33][CH2:32][CH2:31]1. Procedure details: In an analogous manner to the stepwise sequence outlined in intermediate 19, starting from 4,5-dichloro-2-(tetrahydropyran-2-yl)-2H-pyridazin-3-one (Intermediate 20) and 2-methoxy-phenol and alkylating with 2-bromo-3-cyclopentyl-propionic acid methyl ester (Intermediate 10) afforded 3-cyclopentyl-2-[4-(2-methoxy-phenoxy)-6-oxo-6H-pyridazin-1-yl]-propionic acid as a white solid (614.1 mg, 95% for the final step); ES+-HRMS m/e calcd for C19H22N2O5 [M+H+] 359.1602, found 359.1601. 1H NMR (300 MHz, ...